Dataset: the Open Reaction Database (ORD), a public repository of structured organic reaction records. Task: describe an organic reaction: reactants, conditions, products, and yield Starting materials: OS(=O)(=O)O (H2SO4), ice water, [N+](=O)(O)[O-] (HNO3), O=C1NC=2C=CC=CC2C=2N1CCN2 (5-oxo-2,3,5,6-tetrahydroimidazo-[1,2-c]-quinazoline). Run at time 2 hour. Product: [N+](=O)([O-])C1=CC=2C=3N(C(NC2C=C1)=O)CCN3 (9-Nitro-5-oxo-2,3,5,6-tetrahydroimidazo-[1,2-c]-quinazoline). RXN SMILES: OS(O)(=O)=O.[N+:6]([O-:9])(O)=[O:7].[O:10]=[C:11]1[N:20]2[CH2:21][CH2:22][N:23]=[C:19]2[C:18]2[CH:17]=[CH:16][CH:15]=[CH:14][C:13]=2[NH:12]1>>[N+:6]([C:16]1[CH:15]=[CH:14][C:13]2[NH:12][C:11](=[O:10])[N:20]3[CH2:21][CH2:22][N:23]=[C:19]3[C:18]=2[CH:17]=1)([O-:9])=[O:7]. Procedure details: 7 ml of concentrated H2SO4 were added, whilst cooling, to 5 ml of 98% strength HNO3. 9.3 g (0.05 mol) of 5-oxo-2,3,5,6-tetrahydroimidazo-[1,2-c]-quinazoline were added in portions at 0° to 5° C. to this mixture, and the latter was stirred for 2 hours at room temperature. The reaction mixture was then poured into ice water, and the precipitated deposit was filtered off under suction. It was neutralised in water with NaHCO3, the mixture being heated to boiling for a short time. After the mixture h...